Dataset: the Open Reaction Database (ORD), a public repository of structured organic reaction records. Task: describe an organic reaction: reactants, conditions, products, and yield The reactants are ClC1=C(C#N)C=C(C(=N1)N[C@@H](CN1C(C2=CC=CC=C2C1=O)=O)C)F ((R)-2-chloro-6-((1-(1,3-dioxoisoindolin-2-yl)propan-2-yl)amino)-5-fluoronicotinonitrile), Hydrazine•monohydrate, hydrazine•monohydrate. Run in C(C)O.O1CCCC1 (ethanol tetrahydrofuran). Run at time 14 hour. The product is NC[C@@H](C)NC1=NC(=C(C#N)C=C1F)Cl ((R)-6-((1-aminopropan-2-yl)amino)-2-chloro-5-fluoronicotinonitrile). The yield is 19.9%. RXN SMILES: [Cl:1][C:2]1[N:9]=[C:8]([NH:10][C@H:11]([CH3:24])[CH2:12][N:13]2C(=O)C3C(=CC=CC=3)C2=O)[C:7]([F:25])=[CH:6][C:3]=1[C:4]#[N:5]>C(O)C.O1CCCC1>[NH2:13][CH2:12][C@H:11]([NH:10][C:8]1[C:7]([F:25])=[CH:6][C:3]([C:4]#[N:5])=[C:2]([Cl:1])[N:9]=1)[CH3:24] |f:1.2|. Procedure details: Hydrazine•monohydrate (0.124 ml) was added to an ethanol/tetrahydrofuran (5 ml/1 ml) solution containing (R)-2-chloro-6-((1-(1,3-dioxoisoindolin-2-yl)propan-2-yl)amino)-5-fluoronicotinonitrile (300 mg), followed by stirring at room temperature for 14 hours. Further, hydrazine•monohydrate (0.062 ml) was added, followed by stirring at room temperature for 8.5 hours. The solvent was distilled away under reduced pressure, chloroform was added, and insoluble matter was removed. Then, the solvent was ... Reactants: C1(CC1)COC1=CC2=C(N=C(O2)N2CCC(CC2)OC[C@H](C)NC(OC(C)(C)C)=O)C=C1 (tert-butyl [(1S)-2-({1-[6-(cyclopropylmethoxy)-1,3-benzoxazol-2-yl]piperidin-4-yl}oxy)-1-methylethyl]carbamate), Cl.C(C)(=O)OCC (hydrogen chloride ethyl acetate). Solvent: C(C)(=O)OCC (ethyl acetate). Reaction conditions: time 4 hour. Product: Cl.C1(CC1)COC1=CC2=C(N=C(O2)N2CCC(CC2)OC[C@H](C)N)C=C1 ((2S)-1-({1-[6-(cyclopropylmethoxy)-1,3-benzoxazol-2-yl]piperidin-4-yl}oxy)propan-2-amine monohydrochloride). Reaction SMILES: [CH:1]1([CH2:4][O:5][C:6]2[CH:32]=[CH:31][C:9]3[N:10]=[C:11]([N:13]4[CH2:18][CH2:17][CH:16]([O:19][CH2:20][C@@H:21]([NH:23]C(=O)OC(C)(C)C)[CH3:22])[CH2:15][CH2:14]4)[O:12][C:8]=3[CH:7]=2)[CH2:3][CH2:2]1.[ClH:33].C(OCC)(=O)C>C(OCC)(=O)C>[ClH:33].[CH:1]1([CH2:4][O:5][C:6]2[CH:32]=[CH:31][C:9]3[N:10]=[C:11]([N:13]4[CH2:18][CH2:17][CH:16]([O:19][CH2:20][C@@H:21]([NH2:23])[CH3:22])[CH2:15][CH2:14]4)[O:12][C:8]=3[CH:7]=2)[CH2:3][CH2:2]1 |f:1.2,4.5|. Reported procedure: To a solution of tert-butyl [(1S)-2-({1-[6-(cyclopropylmethoxy)-1,3-benzoxazol-2-yl]piperidin-4-yl}oxy)-1-methylethyl]carbamate (41.4 g) in ethyl acetate (200 mL) was added 4M hydrogen chloride/ethyl acetate (200 mL) at room temperature, and the mixture was stirred at room temperature for 4 hr and concentrated. The obtained residue was recrystallized from hexane/ethanol to give the title compound (17.5 g) as white crystals. Reactants: FC(CNC(NC1=NN(C=C1)CCC#N)=S)(F)F (3-[3-(2,2,2-trifluoroethyl)thioureido]-1-(2-cyanoethyl)pyrazole), mercuric oxide, N (ammonia). The solvent is CO (methanol). Run at time 2 hour. Yields the product FC(CN=C(NC1=NN(C=C1)CCC#N)N)(F)F (3-[2-(2,2,2-trifluoroethyl)guanidino]-1-(2-cyanoethyl)pyrazole). As a reaction SMILES: [F:1][C:2]([F:18])([F:17])[CH2:3][NH:4][C:5](=S)[NH:6][C:7]1[CH:11]=[CH:10][N:9]([CH2:12][CH2:13][C:14]#[N:15])[N:8]=1.[NH3:19]>CO>[F:1][C:2]([F:18])([F:17])[CH2:3][N:4]=[C:5]([NH2:19])[NH:6][C:7]1[CH:11]=[CH:10][N:9]([CH2:12][CH2:13][C:14]#[N:15])[N:8]=1. Reported procedure: A mixture of 3-[3-(2,2,2-trifluoroethyl)thioureido]-1-(2-cyanoethyl)pyrazole (2.8 g.), yellow mercuric oxide (4.0 g.), methanol (100 ml.) and saturated ethanolic ammonia solution (10 ml.) was stirred at room temperature for 2 hours and then filtered. The filtrate was evaporated to dryness and the residue partitioned between ether and water. The ether phase was dried and evaporated to give 3-[2-(2,2,2-trifluoroethyl)guanidino]-1-(2-cyanoethyl)pyrazole characterised as the hydrogen maleate, m.p. 1...